Dataset: the Open Reaction Database (ORD), a public repository of structured organic reaction records. Task: describe an organic reaction: reactants, conditions, products, and yield Starting materials: CNC(C1=C(N=CC=C1)C)=O (2-methylnicotinic acid N-methylamide), CNC(C1=C(N=CC=C1)C)=O (2-methylnicotinic acid N-methylamide), C(C)(C)[N-]C(C)C.[Li+] (lithium diisopropylamide), C(CCC)[Li] (n-butyl lithium), CCCCCC (hexane), CC1=C(C(=O)OCC)C=CC=C1 (ethyl 2-methylbenzoate), C(C)(C)NC(C)C (diisopropylamine). Run in O1CCCC1 (tetrahydrofuran), O1CCCC1 (tetrahydrofuran), O1CCCC1 (tetrahydrofuran). Reaction conditions: time 2 hour. Product: OC1(N(C(C=2C=CC=NC2C1)=O)C)C1=C(C=CC=C1)C (7,8-Dihydro-7-hydroxy-6-methyl-7-(2'-methylphenyl)-1,6-naphthyridine-5(6H)-one). RXN SMILES: C([Li])CCC.CCCCCC.C(NC(C)C)(C)C.C([N-]C(C)C)(C)C.[Li+].[CH3:27][NH:28][C:29](=[O:37])[C:30]1[CH:35]=[CH:34][CH:33]=[N:32][C:31]=1[CH3:36].[CH3:38][C:39]1[CH:49]=[CH:48][CH:47]=[CH:46][C:40]=1[C:41]([O:43]CC)=O>O1CCCC1>[OH:43][C:41]1([C:40]2[CH:46]=[CH:47][CH:48]=[CH:49][C:39]=2[CH3:38])[CH2:36][C:31]2[N:32]=[CH:33][CH:34]=[CH:35][C:30]=2[C:29](=[O:37])[N:28]1[CH3:27] |f:3.4|. Procedure: 109 ml. of 1.6 M. n-butyl lithium in hexane (174.4 mmol.) were added to a solution of 24.4 ml. of diisopropylamine in 200 ml. of dry tetrahydrofuran stirred at -10°--30° C. under nitrogen. To the resulting solution of lithium diisopropylamide, 13.1 g. (87.3 mmol.) of 2-methylnicotinic acid N-methylamide (Compound XII), dissolved in 110 ml. of dry tetrahydrofuran, were added slowly at -30°--20° C. with stirring under nitrogen. Stirring under nitrogen was continued for 2 hours at -30°--20° C. Then...